This data is from the Open Reaction Database (ORD), a public repository of structured organic reaction records. The task is: describe an organic reaction: reactants, conditions, products, and yield Reactants: C(#N)C=1C=C(C=NC1OC(C)C)C(=O)OC(C)C (1-Methylethyl 5-cyano-6-[(1-methylethyl)oxy]-3-pyridinecarboxylate), [OH-].[Na+] (sodium hydroxide). Run in C(C)O (ethanol). RXN SMILES: [C:1]([C:3]1[CH:4]=[C:5]([C:13]([O:15]C(C)C)=[O:14])[CH:6]=[N:7][C:8]=1[O:9][CH:10]([CH3:12])[CH3:11])#[N:2].[OH-].[Na+]>C(O)C>[C:1]([C:3]1[CH:4]=[C:5]([C:13]([OH:15])=[O:14])[CH:6]=[N:7][C:8]=1[O:9][CH:10]([CH3:12])[CH3:11])#[N:2] |f:1.2|. Product: C(#N)C=1C=C(C=NC1OC(C)C)C(=O)O (5-Cyano-6-[(1-methylethyl)oxy]-3-pyridinecarboxylic acid). Yield: 100.8%. Procedure details: 1-Methylethyl 5-cyano-6-[(1-methylethyl)oxy]-3-pyridinecarboxylate (Preparation 93) (1.28 g, 5.15 mmol) in ethanol (20 ml) was treated with sodium hydroxide (5.15 ml, 10.30 mmol) and the mixture stirred at room temperature to give a homogeneous solution, until LC/MS showed no starting material. The mixture was concentrated to remove ethanol. The residue was diluted with water, then acidfied with 2M HCl to give a thick white precipitate. The solid was filtered off, washed with water and dried ove... Reactants: [Al+3], CCCN1CCC(=O)C2=C1COc1ccc(OC)cc12, [H-], [H-], [H-], [H-], [Li+], [Na+], [Na+], O=C([O-])[O-], O=P(Cl)(Cl)Cl, c1ccncc1. Product: CCCN1CCC=C2c3cc(OC)ccc3OCC21. Reaction SMILES: [Al+3:22].[CH3:1][O:2][c:3]1[cH:4][cH:5][c:6]2[c:7]([cH:8]1)[C:9]1=[C:10]([N:11]([CH2:16][CH2:17][CH3:18])[CH2:12][CH2:13][C:14]1=[O:15])[CH2:19][O:20]2.[H-:21].[H-:24].[H-:25].[H-:26].[Li+:23].[Na+:32].[Na+:33].[O-:34][C:35](=[O:36])[O-:37].[P:27]([Cl:28])([Cl:29])([Cl:30])=[O:31].[cH:38]1[cH:39][cH:40][n:41][cH:42][cH:43]1>>[CH3:1][O:2][c:3]1[cH:4][cH:5][c:6]2[c:7]([cH:8]1)[C:9]1=[CH:14][CH2:13][CH2:12][N:11]([CH2:16][CH2:17][CH3:18])[CH:10]1[CH2:19][O:20]2. Starting materials: ClCCC1OC2=C3C=CN=CC3=CC=C2C(N(C1)C)=S (2-(2-chloroethyl)-2,3-dihydro-4-methyl-1,4-oxazepino[7,6-f]isoquinoline-5(4H)-thione), CNC (dimethylamine). Product: Cl.CN(CCC1OC2=C3C=CN=CC3=CC=C2C(N(C1)C)=S)C (2-[2-(Dimethylamino)ethyl]-2,3-dihydro-4-methyl-1,4-oxazepino[7,6-f]isoquinoline-5(4H)-thione hydrochloride). Reaction SMILES: [Cl:1][CH2:2][CH2:3][CH:4]1[CH2:18][N:17]([CH3:19])[C:16](=[S:20])[C:15]2[C:6](=[C:7]3[C:12](=[CH:13][CH:14]=2)[CH:11]=[N:10][CH:9]=[CH:8]3)[O:5]1.[CH3:21][NH:22][CH3:23]>>[ClH:1].[CH3:21][N:22]([CH3:23])[CH2:2][CH2:3][CH:4]1[CH2:18][N:17]([CH3:19])[C:16](=[S:20])[C:15]2[C:6](=[C:7]3[C:12](=[CH:13][CH:14]=2)[CH:11]=[N:10][CH:9]=[CH:8]3)[O:5]1 |f:2.3|. Procedure: Following the procedure of Example 31, 2-(2-chloroethyl)-2,3-dihydro-4-methyl-1,4-oxazepino[7,6-f]isoquinoline-5(4H)-thione is reacted with dimethylamine to give the title compound. The reactants are N1CCC(C(=O)N)CC1 (isonipecotamide), ICCCCCC (1-iodohexane), C([O-])([O-])=O.[K+].[K+] (potassium carbonate). Yields the product C(CCCCC)N1CCC(CC1)C(=O)N (1-Hexyl-piperidine-4-carboxamide). The yield is 102.8%. Reaction SMILES: [NH:1]1[CH2:9][CH2:8][CH:4]([C:5]([NH2:7])=[O:6])[CH2:3][CH2:2]1.I[CH2:11][CH2:12][CH2:13][CH2:14][CH2:15][CH3:16].C(=O)([O-])[O-].[K+].[K+]>>[CH2:11]([N:1]1[CH2:9][CH2:8][CH:4]([C:5]([NH2:7])=[O:6])[CH2:3][CH2:2]1)[CH2:12][CH2:13][CH2:14][CH2:15][CH3:16] |f:2.3.4|. Procedure details: Prepared from isonipecotamide (4.04 g, 31.6 mmol), 1-iodohexane (6.7 g, 31.6 mmol) and potassium carbonate (4.36 g, 31.6 mmol) according to the procedure used for Example 8 (Step A) to give 6.9 g of the title compound as a white solid. The reactants are CC1=NOC(=C1C1=CC(=C(C(=C1)N)N)I)C (5-(3,5-dimethylisoxazol-4-yl)-3-iodobenzene-1,2-diamine), C(=O)(C=1NC=CN1)C=1NC=CN1 (carbonyl diimidazole). Reagents/catalysts: CN(C)C=1C=CN=CC1 (DMAP). Run in C1CCOC1 (THF). Product: CC1=NOC(=C1C=1C=C(C2=C(NC(N2)=O)C1)I)C (6-(3,5-dimethylisoxazol-4-yl)-4-iodo-1H-benzo[d]imidazol-2(3H)-one). Yield: 72.0%. Reaction SMILES: [CH3:1][C:2]1[C:6]([C:7]2[CH:12]=[C:11]([NH2:13])[C:10]([NH2:14])=[C:9]([I:15])[CH:8]=2)=[C:5]([CH3:16])[O:4][N:3]=1.[C:17](C1NC=CN=1)(C1NC=CN=1)=[O:18]>CN(C1C=CN=CC=1)C.C1COCC1>[CH3:1][C:2]1[C:6]([C:7]2[CH:8]=[C:9]([I:15])[C:10]3[NH:14][C:17](=[O:18])[NH:13][C:11]=3[CH:12]=2)=[C:5]([CH3:16])[O:4][N:3]=1. Procedure: 5-(3,5-dimethylisoxazol-4-yl)-3-iodobenzene-1,2-diamine (253 g, 0.77 mol, 1.0 eq) was treated with carbonyl diimidazole (187 g, 1.15 mol, 1.5 eq) and DMAP (47 g, 384 mmol, 0.5 eq) in THF (2.5 L) at 80° C. for 16 h. The precipitate was obtained by filtration. The solid was triturated with EA/PE (1/1) to give 197 g of 6-(3,5-dimethylisoxazol-4-yl)-4-iodo-1H-benzo[d]imidazol-2(3H)-one as a white solid. Run in CCO (EtOH). The reactants are [N+](=O)([O-])C=1C=C(CN2CCCC2)C=CC1 (1-(3-nitrobenzyl)pyrrolidine), [H][H] (hydrogen). Yield: 70.0%. Procedure: 1-(Bromomethyl)-3-nitrobenzene (51; 5 g, 23.1 mmol) was taken up in 100 mL of anhydrous THF along with pyrrolidine (2.3 mL, 27.72 mmol) and K2CO3 (4.8 g, 34.6 mmol). The reaction mixture was stirred at room temperature for 18 h and then filtered. The filtrate was concentrated under reduced pressure to afford 1-(3-nitrobenzyl)pyrrolidine 52. This material 52 was taken up in 100 mL of absolute EtOH and 10% Pd on C (300 mg) was added. The resulting reaction mixture was stirred at room temperature u... The product is N1(CCCC1)CC=1C=C(N)C=CC1 (3-(pyrrolidin-1-ylmethyl)aniline). The reagents and catalysts are [Pd] (Pd). RXN SMILES: [N+:1]([C:4]1[CH:5]=[C:6]([CH:13]=[CH:14][CH:15]=1)[CH2:7][N:8]1[CH2:12][CH2:11][CH2:10][CH2:9]1)([O-])=O.[H][H]>CCO.[Pd]>[N:8]1([CH2:7][C:6]2[CH:5]=[C:4]([CH:15]=[CH:14][CH:13]=2)[NH2:1])[CH2:12][CH2:11][CH2:10][CH2:9]1. Reactants: CCC#N, ClCCl, CCC1NC(C)Cc2ccccc21, O=C(Cl)C(Cl)Cl, [Na+], [OH-], O, c1ccc2cnccc2c1. The product is CCC1c2ccccc2CC(C)N1C(=O)C(Cl)Cl. Reaction SMILES: [C:1](#[N:2])[CH2:3][CH3:4].[CH2:37]([Cl:38])[Cl:39].[CH2:5]([CH3:6])[CH:7]1[NH:8][CH:9]([CH3:17])[CH2:10][c:11]2[cH:12][cH:13][cH:14][cH:15][c:16]21.[Cl:30][CH:31]([C:32](=[O:33])[Cl:34])[Cl:35].[Na+:29].[OH-:28].[OH2:36].[cH:18]1[cH:19][c:20]2[c:21]([cH:22][n:23][cH:24][cH:25]2)[cH:26][cH:27]1>>[CH2:5]([CH3:6])[CH:7]1[N:8]([C:32]([CH:31]([Cl:30])[Cl:35])=[O:33])[CH:9]([CH3:17])[CH2:10][c:11]2[cH:12][cH:13][cH:14][cH:15][c:16]21. Reactants: O=C([O-])[O-], CC(C)(C)OC(=O)N1Cc2ccc(I)cc2C1, [Cu]I, [K+], [K+], NC1CCCCC1N, O=C1CCCN1, C1COCCO1. Yields the product CC(C)(C)OC(=O)N1Cc2ccc(N3CCCC3=O)cc2C1. As a reaction SMILES: [C:18](=[O:19])([O-:20])[O-:21].[C:1]([CH3:2])([CH3:3])([CH3:4])[O:5][C:6](=[O:7])[N:8]1[CH2:9][c:10]2[cH:11][cH:12][c:13]([I:17])[cH:14][c:15]2[CH2:16]1.[Cu:44][I:45].[K+:22].[K+:23].[NH2:24][CH:25]1[CH2:26][CH2:27][CH2:28][CH2:29][CH:30]1[NH2:31].[NH:32]1[C:33](=[O:37])[CH2:34][CH2:35][CH2:36]1.[O:38]1[CH2:39][CH2:40][O:41][CH2:42][CH2:43]1>>[C:1]([CH3:2])([CH3:3])([CH3:4])[O:5][C:6](=[O:7])[N:8]1[CH2:9][c:10]2[cH:11][cH:12][c:13]([N:32]3[C:33](=[O:37])[CH2:34][CH2:35][CH2:36]3)[cH:14][c:15]2[CH2:16]1. The reactants are CC(=O)O[BH-](OC(C)=O)OC(C)=O, O=CC1CCCCC1, CC(Cl)Cl, ClCCl, Nc1ccc(C(=O)N2CCCCC2)c(NS(=O)(=O)c2cccc3nsnc23)c1, [Na+], [Na+], [OH-]. Product: O=C(c1ccc(NCC2CCCCC2)cc1NS(=O)(=O)c1cccc2nsnc12)N1CCCCC1. RXN SMILES: [C:37]([O:38][BH-:39]([O:40][C:41](=[O:42])[CH3:43])[O:44][C:45](=[O:46])[CH3:47])(=[O:48])[CH3:49].[CH:29]1([CH:35]=[O:36])[CH2:30][CH2:31][CH2:32][CH2:33][CH2:34]1.[Cl:53][CH:54]([Cl:55])[CH3:56].[Cl:57][CH2:58][Cl:59].[NH2:1][c:2]1[cH:3][cH:4][c:5]([C:21](=[O:22])[N:23]2[CH2:24][CH2:25][CH2:26][CH2:27][CH2:28]2)[c:6]([NH:8][S:9](=[O:10])(=[O:11])[c:12]2[cH:13][cH:14][cH:15][c:16]3[c:17]2[n:18][s:19][n:20]3)[cH:7]1.[Na+:50].[Na+:52].[OH-:51]>>[NH:1]([c:2]1[cH:3][cH:4][c:5]([C:21](=[O:22])[N:23]2[CH2:24][CH2:25][CH2:26][CH2:27][CH2:28]2)[c:6]([NH:8][S:9](=[O:10])(=[O:11])[c:12]2[cH:13][cH:14][cH:15][c:16]3[c:17]2[n:18][s:19][n:20]3)[cH:7]1)[CH2:35][CH:29]1[CH2:30][CH2:31][CH2:32][CH2:33][CH2:34]1. Reactants: Cc1nc2ccccc2n1C1CC2CCC(C1)N2CCC1(c2ccccc2)CCNCC1, Cc1nc2ccccc2n1C1CC2CCC(C1)N2CCC1(c2ccccc2)CCN(C(=O)c2ccccc2S(=O)(=O)NC(=O)OC(C)(C)C)CC1, O=C(O)c1ccc(S(=O)(=O)NC2CC2)c(Cl)c1, O=C(O)c1cc(Cl)ccc1S(=O)(=O)NC1CC1, Cl, Cl. Yields the product Cc1nc2ccccc2n1C1CC2CCC(C1)N2CCC1(c2ccccc2)CCN(C(=O)c2cc(Cl)ccc2S(=O)(=O)NC2CC2)CC1. As a reaction SMILES: [CH3:37][c:38]1[n:39][c:40]2[c:41]([n:42]1[CH:43]1[CH2:44][CH:45]3[CH2:46][CH2:47][CH:48]([CH2:49]1)[N:50]3[CH2:51][CH2:52][C:53]1([c:59]3[cH:60][cH:61][cH:62][cH:63][cH:64]3)[CH2:54][CH2:55][NH:56][CH2:57][CH2:58]1)[cH:65][cH:66][cH:67][cH:68]2.[CH3:69][c:70]1[n:71]([CH:72]2[CH2:73][CH:74]3[N:75]([CH2:76][CH2:77][C:78]4([c:79]5[cH:80][cH:81][cH:82][cH:83][cH:84]5)[CH2:85][CH2:86][N:87]([C:88]([c:89]5[cH:90][cH:91][cH:92][cH:93][c:94]5[S:95]([NH:96][C:97](=[O:98])[O:99][C:100]([CH3:101])([CH3:102])[CH3:103])(=[O:104])=[O:105])=[O:106])[CH2:107][CH2:108]4)[CH:109]([CH2:110][CH2:111]3)[CH2:112]2)[c:113]2[cH:114][cH:115][cH:116][cH:117][c:118]2[n:119]1.[Cl:18][c:19]1[cH:20][c:21]([C:32]([OH:33])=[O:34])[cH:22][cH:23][c:24]1[S:25]([NH:26][CH:27]1[CH2:28][CH2:29]1)(=[O:30])=[O:31].[Cl:1][c:2]1[cH:3][cH:4][c:5]([S:11](=[O:12])(=[O:13])[NH:14][CH:15]2[CH2:16][CH2:17]2)[c:6]([C:7](=[O:8])[OH:9])[cH:10]1.[ClH:35].[ClH:36]>>[Cl:1][c:2]1[cH:3][cH:4][c:5]([S:11](=[O:12])(=[O:13])[NH:14][CH:15]2[CH2:16][CH2:17]2)[c:6]([C:7](=[O:9])[N:56]2[CH2:55][CH2:54][C:53]([CH2:52][CH2:51][N:50]3[CH:45]4[CH2:44][CH:43]([n:42]5[c:38]([CH3:37])[n:39][c:40]6[c:41]5[cH:65][cH:66][cH:67][cH:68]6)[CH2:49][CH:48]3[CH2:47][CH2:46]4)([c:59]3[cH:60][cH:61][cH:62][cH:63][cH:64]3)[CH2:58][CH2:57]2)[cH:10]1.